Dataset: the Open Reaction Database (ORD), a public repository of structured organic reaction records. Task: describe an organic reaction: reactants, conditions, products, and yield Reactants: O=C([O-])O, COC(=O)c1ccc2sc(CBr)cc2c1, CC(C)=O, [Na+], c1c[nH]cn1. Yields the product COC(=O)c1ccc2sc(Cc3ncc[nH]3)cc2c1. RXN SMILES: [C:21](=[O:22])([OH:23])[O-:24].[CH3:1][O:2][C:3](=[O:4])[c:5]1[cH:6][c:7]2[c:8]([s:9][c:10]([CH2:12][Br:13])[cH:11]2)[cH:14][cH:15]1.[CH3:26][C:27](=[O:28])[CH3:29].[Na+:25].[nH:16]1[cH:17][n:18][cH:19][cH:20]1>>[CH3:1][O:2][C:3](=[O:4])[c:5]1[cH:6][c:7]2[c:8]([s:9][c:10]([CH2:12][c:17]3[nH:16][cH:20][cH:19][n:18]3)[cH:11]2)[cH:14][cH:15]1. The reactants are IC (Iodomethane), C(=O)([O-])[O-].[K+].[K+] (K2CO3), C(C1=CC=CC=C1)OC(=O)NCCCC[C@@H](C(=O)O)NC(=O)OC(C)(C)C ((S)-6-(benzyloxycarbonylamino)-2-(tert-butoxycarbonylamino)hexanoic acid). The solvent is CN(C)C=O (DMF). Run at time 2 hour. The product is C(C1=CC=CC=C1)OC(=O)NCCCC[C@@H](C(=O)OC)NC(=O)OC(C)(C)C ((S)-methyl 6-(benzyloxycarbonylamino)-2-(tert-butoxycarbonylamino)hexanoate). Reaction SMILES: IC.[C:3]([O-])([O-])=O.[K+].[K+].[CH2:9]([O:16][C:17]([NH:19][CH2:20][CH2:21][CH2:22][CH2:23][C@H:24]([NH:28][C:29]([O:31][C:32]([CH3:35])([CH3:34])[CH3:33])=[O:30])[C:25]([OH:27])=[O:26])=[O:18])[C:10]1[CH:15]=[CH:14][CH:13]=[CH:12][CH:11]=1>CN(C=O)C>[CH2:9]([O:16][C:17]([NH:19][CH2:20][CH2:21][CH2:22][CH2:23][C@H:24]([NH:28][C:29]([O:31][C:32]([CH3:35])([CH3:34])[CH3:33])=[O:30])[C:25]([O:27][CH3:3])=[O:26])=[O:18])[C:10]1[CH:11]=[CH:12][CH:13]=[CH:14][CH:15]=1 |f:1.2.3|. Reported procedure: Iodomethane (2.0 mL), K2CO3 (5.60 g), (S)-6-(benzyloxycarbonylamino)-2-(tert-butoxycarbonylamino)hexanoic acid (1) (NovaBiochem, A29340), and anhydrous DMF (20 mL) were combined and stirred at ambient temperature for 2 hours. The reaction mixture was subjected to an aqueous work-up, affording (S)-methyl 6-(benzyloxycarbonylamino)-2-(tert-butoxycarbonylamino)hexanoate (TU3000-090) as clear oil. MS (ESI+): calcd. 417.20. found 417.20 (MNa+), calcd. 295.16. found 295.209((M-Boc)H+). H-NMR (400 MHz,... Reactants: C(C1=CC=CC=C1)[C@@H]1N(C(OC1)=O)C(=O)C(CC(=O)OC(C)(C)C)CCOCC1=CC=CC=C1 (tert-Butyl 3-((S)-4-benzyl-2-oxooxazolidine-3-carbonyl)-5-benzyloxyvalerate), C(C)(=O)OCC (ethyl acetate). Reagents/catalysts: [OH-].[Pd+2].[OH-] (palladium hydroxide). Run in O1CCCC1 (tetrahydrofuran). Reaction conditions: time 4.5 hour. Product: C(C1=CC=CC=C1)[C@@H]1N(C(OC1)=O)C(=O)C(CC(=O)OC(C)(C)C)CCO (tert-Butyl 3-((S)-4-benzyl-2-oxooxazolidine-3-carbonyl)-5-hydroxyvalerate). Yield: 112.9%. RXN SMILES: [CH2:1]([C@H:8]1[CH2:12][O:11][C:10](=[O:13])[N:9]1[C:14]([CH:16]([CH2:25][CH2:26][O:27]CC1C=CC=CC=1)[CH2:17][C:18]([O:20][C:21]([CH3:24])([CH3:23])[CH3:22])=[O:19])=[O:15])[C:2]1[CH:7]=[CH:6][CH:5]=[CH:4][CH:3]=1.C(OCC)(=O)C>[OH-].[Pd+2].[OH-].O1CCCC1>[CH2:1]([C@H:8]1[CH2:12][O:11][C:10](=[O:13])[N:9]1[C:14]([CH:16]([CH2:25][CH2:26][OH:27])[CH2:17][C:18]([O:20][C:21]([CH3:22])([CH3:24])[CH3:23])=[O:19])=[O:15])[C:2]1[CH:3]=[CH:4][CH:5]=[CH:6][CH:7]=1 |f:2.3.4|. Reported procedure: tert-Butyl 3-((S)-4-benzyl-2-oxooxazolidine-3-carbonyl)-5-benzyloxyvalerate (500 g), ethyl acetate (750 mL) and tetrahydrofuran (1510 mL) were mixed. To the mixture was added 20 w/w % palladium hydroxide (50 g). The mixture was stirred for 4.5 hr under hydrogen atmosphere (1 atm). The palladium hydroxide was filtered off and the filtrate was concentrated in vacuo to give the title compound (455.76 g) as a crude product. Reactants: CC1=CC(NC(N1)=S)=O (6-methyl-2-thiouracil), [OH-].[K+] (potassium hydroxide), [Cl-].ClCC1=[NH+]C=C(C(=C1)OC)CC (2-chloromethyl-5-ethyl-4-methoxypyridinium chloride). Reagents/catalysts: [Cl-].C(CCC)[N+](CCCC)(CCCC)CCCC (tetrabutylammonium chloride). Solvent: O (water), C(Cl)(Cl)Cl (chloroform). Conditions: time 20 hour. Yields the product C(C)C=1C(=CC(=NC1)CSC1=NC(=CC(N1)=O)C)OC (2-[(5-ethyl-4-methoxypiridin-2-yl)methyl]thio-6-methyl-4(3H)-pyrimidinone). Isolated yield 46.7%. RXN SMILES: [CH3:1][C:2]1[NH:7][C:6](=[S:8])[NH:5][C:4](=[O:9])[CH:3]=1.[OH-].[K+].[Cl-].Cl[CH2:14][C:15]1[CH:20]=[C:19]([O:21][CH3:22])[C:18]([CH2:23][CH3:24])=[CH:17][NH+:16]=1>O.[Cl-].C([N+](CCCC)(CCCC)CCCC)CCC.C(Cl)(Cl)Cl>[CH2:23]([C:18]1[C:19]([O:21][CH3:22])=[CH:20][C:15]([CH2:14][S:8][C:6]2[NH:5][C:4](=[O:9])[CH:3]=[C:2]([CH3:1])[N:7]=2)=[N:16][CH:17]=1)[CH3:24] |f:1.2,3.4,6.7|. Reported procedure: 0.71 g (5 mmol) of 6-methyl-2-thiouracil and 0.65 g (11.7 mmol) of potassium hydroxide are dissolved in 10 ml of water. Simultaneously, 1.22 g (5.5 mmol) of 2-chloromethyl-5-ethyl-4-methoxypyridinium chloride (m.p.: 123°-125° C.) and 0.1 g of tetrabutylammonium chloride are dissolved in 10 ml of chloroform. After combining the two solutions the reaction mixture is vigorously stirred at room temperature for 20 hours. After separating the phases the aqueous layer is extracted 3 times with 5 ml of ... As a reaction SMILES: [NH3:1].[C:2]1([S:8]([C:11]2[C:19]3[C:14](=[CH:15][CH:16]=[C:17]([O:20][CH2:21][CH2:22]OS(C4C=CC(C)=CC=4)(=O)=O)[CH:18]=3)[NH:13][N:12]=2)(=[O:10])=[O:9])[CH:7]=[CH:6][CH:5]=[CH:4][CH:3]=1.C(=O)(O)[O-].[Na+]>C1COCC1>[C:2]1([S:8]([C:11]2[C:19]3[C:14](=[CH:15][CH:16]=[C:17]([O:20][CH2:21][CH2:22][NH2:1])[CH:18]=3)[NH:13][N:12]=2)(=[O:10])=[O:9])[CH:7]=[CH:6][CH:5]=[CH:4][CH:3]=1 |f:2.3|. Product: C1(=CC=CC=C1)S(=O)(=O)C1=NNC2=CC=C(C=C12)OCCN (2-(3-benzenesulfonyl-1H-indazol-5-yloxy)-ethylamine). Reported procedure: Over five different reactions, liquid ammonia (about 10 mL) was added to a −78° C. solution of toluene-4-sulfonic acid 2-(3-benzenesulfonyl-1H-indazol-5-yloxy)-ethyl ester (1.72 g, 3.63 mmol) in THF (48 mL). This was usually allowed to warm to ambient temperature. This was heated in sealed tube for about 16-35 hours at 70-100° C. After cooling to about ambient temperature, the combined reaction mixtures were then poured into excess sodium bicarbonate solution and extracted with chloroform or met... Reactants: N (ammonia), C1(=CC=CC=C1)S(=O)(=O)C1=NNC2=CC=C(C=C12)OCCOS(=O)(=O)C1=CC=C(C=C1)C (toluene-4-sulfonic acid 2-(3-benzenesulfonyl-1H-indazol-5-yloxy)-ethyl ester), C([O-])(O)=O.[Na+] (sodium bicarbonate). Solvent: C1CCOC1 (THF). The reactants are CC(C)(C)[Si](C)(C)Cl (TBDMSCl), N1C=NC=C1 (imidazole), Compound 6a, C(COCCOCCOCCOCCOCCO)O (hexaethylene glycol). Run in CN(C)C=O (DMF). The product is C(C)(C)(C)[Si](OCCOCCOCCOCCOCCOCCO)(C)C (2-[2-(2-{2-[2-(2-(tert-Butyl-dimethyl-silanyloxy)-ethoxy]-ethoxy}-ethoxy)-ethoxy}-ethoxy]-ethanol), product. The yield is 14.0%. As a reaction SMILES: [CH2:1]([OH:19])[CH2:2][O:3][CH2:4][CH2:5][O:6][CH2:7][CH2:8][O:9][CH2:10][CH2:11][O:12][CH2:13][CH2:14][O:15][CH2:16][CH2:17][OH:18].[CH3:20][C:21]([Si:24](Cl)([CH3:26])[CH3:25])([CH3:23])[CH3:22].N1C=CN=C1>CN(C=O)C>[C:21]([Si:24]([CH3:26])([CH3:25])[O:18][CH2:17][CH2:16][O:15][CH2:14][CH2:13][O:12][CH2:11][CH2:10][O:9][CH2:8][CH2:7][O:6][CH2:5][CH2:4][O:3][CH2:2][CH2:1][OH:19])([CH3:23])([CH3:22])[CH3:20]. Procedure details: Compound 28c was prepared according to the procedure described hereinabove for Compound 6a, using hexaethylene glycol (5 grams, 17.7 mmol), TBDMSCl (1.65 grams, 11 mmol), and imidazole (0.748 grams, 11 mmol) in DMF (26 ml), yielding 1 gram of the product (14% yield). Starting materials: O=C(Cl)c1ccccc1, C=CC(NCC(C)C)c1ccccc1, CC(C)NC(C)C, ClCCl. Yields the product C=CC(c1ccccc1)N(CC(C)C)C(=O)c1ccccc1. As a reaction SMILES: [C:22]([c:23]1[cH:24][cH:25][cH:26][cH:27][cH:28]1)(=[O:29])[Cl:30].[CH2:1]([CH:2]([CH3:3])[CH3:4])[NH:5][CH:6]([CH:7]=[CH2:8])[c:9]1[cH:10][cH:11][cH:12][cH:13][cH:14]1.[CH:15]([NH:16][CH:17]([CH3:18])[CH3:19])([CH3:20])[CH3:21].[Cl:31][CH2:32][Cl:33]>>[CH2:1]([CH:2]([CH3:3])[CH3:4])[N:5]([CH:6]([CH:7]=[CH2:8])[c:9]1[cH:10][cH:11][cH:12][cH:13][cH:14]1)[C:22]([c:23]1[cH:24][cH:25][cH:26][cH:27][cH:28]1)=[O:29]. Reactants: N1=C(C=CC=C1)N1N=C(C=2C(CC(CC12)(C)C)=O)C (1-(2-pyridyl)-3,6,6-trimethyl-4-oxo-4,5,6,7-tetrahydroindazole), BrN1C(CCC1=O)=O (N-bromosuccinimide). The solvent is C(Cl)(Cl)Cl (chloroform). Run at temperature 60 celsius, time 4 hour. Product: BrC1C(CC(C=2C(=NN(C12)C1=NC=CC=C1)C)=O)(C)C (7-Bromo-1-(2-pyridyl)-3,6,6-trimethyl-4-oxo-4,5,6,7-tetrahydroindazole), solid. Yield: 85.0%. Reaction SMILES: [N:1]1[CH:6]=[CH:5][CH:4]=[CH:3][C:2]=1[N:7]1[C:15]2[CH2:14][C:13]([CH3:17])([CH3:16])[CH2:12][C:11](=[O:18])[C:10]=2[C:9]([CH3:19])=[N:8]1.[Br:20]N1C(=O)CCC1=O>C(Cl)(Cl)Cl>[Br:20][CH:14]1[C:15]2[N:7]([C:2]3[CH:3]=[CH:4][CH:5]=[CH:6][N:1]=3)[N:8]=[C:9]([CH3:19])[C:10]=2[C:11](=[O:18])[CH2:12][C:13]1([CH3:16])[CH3:17]. Procedure details: A mixture of 1-(2-pyridyl)-3,6,6-trimethyl-4-oxo-4,5,6,7-tetrahydroindazole (0.25 g, 0.98 mmol), prepared as described in example 3, and N-bromosuccinimide (0.180 g, 0.98 mmol) in chloroform (6 ml) was stirred at 60° C. for about 4 hours and then washed with water. The organic phase was dried over sodium sulfate and evaporated to dryness. The residue was chromatographed on silica gel (cyclohexane:ethyl acetate=90:10). The title compound was obtained as a colourless solid (0.28 g, 85%): m.p 160-1... The product is NC1=C(C#N)C(=C(C=C1)OC)OC (2-Amino-5,6-dimethoxybenzonitrile). Reagents/catalysts: [Fe] (Iron). Run in CC(C)O (2-propanol). RXN SMILES: [N+:1]([C:4]1[CH:11]=[CH:10][C:9]([O:12][CH3:13])=[C:8]([O:14][CH3:15])[C:5]=1[C:6]#[N:7])([O-])=O.C(O)(=O)C.C>[Fe].CC(O)C>[NH2:1][C:4]1[CH:11]=[CH:10][C:9]([O:12][CH3:13])=[C:8]([O:14][CH3:15])[C:5]=1[C:6]#[N:7]. Reactants: [N+](=O)([O-])C1=C(C#N)C(=C(C=C1)OC)OC (2-nitro-5,6-dimethoxybenzonitrile), C(C)(=O)O (acetic acid), C (Charcoal). Procedure details: Iron powder (8.70 g, 156 mmol) was added to a suspension of (9.30 g, 44.5 mmol) of 2-nitro-5,6-dimethoxybenzonitrile in an acetic acid (30 ml) and 2-propanol (30 ml) mixture. The mildly exothermic reaction which resulted was allowed to reach 100° and a gentle reflux was maintained for 1 hour with application of heat. Charcoal (10 g) was added, the reaction mixture filtered, and the solid residue obtained was washed with hot 2-propanol (100 ml). The combined filtrates were evaporated to an oily r... Isolated yield 88.3%.